Dataset: the Open Reaction Database (ORD), a public repository of structured organic reaction records. Task: describe an organic reaction: reactants, conditions, products, and yield Starting materials: FC1=CC=C(C=O)C=C1 (4-fluorobenzaldehyde), O (water), C(C(=O)Cl)(=O)Cl (Oxalyl chloride), acid. The solvent is ClCCl (dichloromethane). Run at temperature 40 celsius, time 1 hour. Yields the product FC1=CC=C(C=C1)CCC(=O)O (3-(4-Fluorophenyl)propanoic acid). As a reaction SMILES: [F:1][C:2]1[CH:9]=[CH:8][C:5]([CH:6]=O)=[CH:4][CH:3]=1.[C:10](Cl)(=[O:14])[C:11](Cl)=O.[OH2:16]>ClCCl>[F:1][C:2]1[CH:9]=[CH:8][C:5]([CH2:6][CH2:11][C:10]([OH:14])=[O:16])=[CH:4][CH:3]=1. Procedure details: 3-(4-Fluorophenyl)propanoic acid was prepared by procedures analogous to those of Example 6 from 4-fluorobenzaldehyde. Oxalyl chloride (25 mL, 36.4 g, 0.287 mol) was added to 20.0 g (0.119 mol) of this acid. The resulting slurry was heated at reflux with stirring for 1 hour. The solution obtained was cooled and the volatile components were removed by evaporation under reduced pressure. Dichloroethane was added and removed by evaporation under reduced pressure. The residue was dissolved in 75 mL ... The reactants are [N+](=O)([O-])[O-].[K+] (KNO3), IC1=C2NC(C(NC2=CC(=C1)Cl)=O)=O (5-Iodo-7-chloro-1,4-dihydro-2,3-quinoxalinedione), ice water. The solvent is [OH-].[K+] (KOH), OS(=O)(=O)O (H2SO4). Reaction conditions: temperature 0 celsius, time 0.5 hour. The product is IC1=C2NC(C(NC2=CC(=C1[N+](=O)[O-])Cl)=O)=O (5-Iodo-6-nitro-7-chloro-1,4-dihydro-2,3-quinoxalinedione). Yield: 61.8%. As a reaction SMILES: [I:1][C:2]1[CH:11]=[C:10]([Cl:12])[CH:9]=[C:8]2[C:3]=1[NH:4][C:5](=[O:14])[C:6](=[O:13])[NH:7]2.[N+:15]([O-])([O-:17])=[O:16].[K+]>OS(O)(=O)=O.[OH-].[K+]>[I:1][C:2]1[C:11]([N+:15]([O-:17])=[O:16])=[C:10]([Cl:12])[CH:9]=[C:8]2[C:3]=1[NH:4][C:5](=[O:14])[C:6](=[O:13])[NH:7]2 |f:1.2,4.5|. Procedure details: The method of Cheeseman, G. W. H. (J. Chem. Soc. 1170 (1962)) was adapted. 5-Iodo-7-chloro-1,4-dihydro-2,3-quinoxalinedione (96 mg, 0.33 mMol) was dissolved in concentrated H2SO4 (1.0 mL) at 0° C. for 30 min and then KNO3 (36 mg, 0.36 mMol, Baker) was added into this solution. The mixture was stirred at 0° C. for 0.5 h and then at room temperature for 30 h. It was poured into ice water (5 g). A precipitate came out and was collected by filtration giving 101 mg of crude title compound. The sample... Starting materials: sodium nitrile, 3, [I-].[K+] (potassium iodide), ClC1=CC=C(C(=N1)C1=NC=CC=C1F)N (6-chloro-3′-fluoro-[2,2′-bipyridin]-3-amine), S(O)(O)(=O)=O (sulfuric acid). Solvent: O (water), O (water). Reaction conditions: temperature -5 celsius, time 30 minute. Yields the product ClC1=CC=C(C(=N1)C1=NC=CC=C1F)I (6-chloro-3′-fluoro-3-iodo-2,2′-bipyridine). Isolated yield 161.6%. RXN SMILES: [Cl:1][C:2]1[N:7]=[C:6]([C:8]2[C:13]([F:14])=[CH:12][CH:11]=[CH:10][N:9]=2)[C:5](N)=[CH:4][CH:3]=1.S(=O)(=O)(O)O.[I-:21].[K+]>O>[Cl:1][C:2]1[N:7]=[C:6]([C:8]2[C:13]([F:14])=[CH:12][CH:11]=[CH:10][N:9]=2)[C:5]([I:21])=[CH:4][CH:3]=1 |f:2.3|. Procedure details: A 500 mL 3 neck RBF equipped with mechanical stirrer, reflux condenser, and addition funnel was charged with 6-chloro-3′-fluoro-[2,2′-bipyridin]-3-amine (6.63 g, 29.6 mmol). It was treated with 2M sulfuric acid (111 mL, 222 mmol) creating a yellow/orange solution. The reaction was cooled to −5° C. and treated dropwise with a solution of sodium nitrile (2.66 g, 38.5 mmol) in 49 mL water at −5° C. The yellow/orange suspension was stirred at 0° C. for 30 minutes, then treated dropwise with a soluti... The reactants are N=1NC=C2C1OC=C2 (Furo[2,3-c]pyrazole), C(C)C(C(=O)[O-])O (ethylglycolate), ClC1=C(C(=NN1C1=CC=CC=C1)C)C=O (chloro-3-methyl-1-phenylpyrazole-4-carboxaldehyde), ClC1=C(C(=NN1C1=CC=CC=C1)C)C=O (chloro-3-methyl-1-phenylpyrazole-4-carboxaldehyde). The product is CC=1C2=C(N(N1)C1=CC=CC=C1)OC(=C2)C(=O)OCC (Ethyl 3-methyl-1-phenylfuro[2,3-c]pyrazole-5-carboxylate). Reaction SMILES: N1N[CH:3]=[C:4]2C=COC=12.Cl[C:10]1[N:14]([C:15]2[CH:20]=[CH:19][CH:18]=[CH:17][CH:16]=2)[N:13]=[C:12]([CH3:21])[C:11]=1[CH:22]=O.C([CH:26]([OH:30])[C:27]([O-:29])=[O:28])C>>[CH3:21][C:12]1[C:11]2[CH:22]=[C:26]([C:27]([O:29][CH2:3][CH3:4])=[O:28])[O:30][C:10]=2[N:14]([C:15]2[CH:16]=[CH:17][CH:18]=[CH:19][CH:20]=2)[N:13]=1. Procedure details: Furo[2,3-c]pyrazole compounds were first synthesized by two of the present inventors, L. J. Haung and S. C. Kuo, and H. T. Li in an article published in J. Taiwan Pharm. Assoc. 31 (1), 47-55 (1979). Ethyl 3-methyl-1-phenylfuro[2,3-c]pyrazole-5-carboxylate (3) was synthesized in this article. As shown in the following Scheme 1, chloro-3-methyl-1-phenylpyrazole-4-carboxaldehyde (1) and ethylglycolate (2) were condensed to form ethyl 3-methyl-1-phenylfuro[2,3-c]pyrazole-5-carboxylate (3); or 5-hydr... Yields the product CCOC(=O)c1cn(C2CC2)c2c(OC(C)C)c(F)c(F)c([N+](=O)[O-])c2c1=O. Reaction SMILES: [CH:1]1([n:4]2[cH:5][c:6]([C:21](=[O:22])[O:23][CH2:24][CH3:25])[c:7](=[O:20])[c:8]3[c:9]([N+:17](=[O:18])[O-:19])[c:10]([F:16])[c:11]([F:15])[c:12]([OH:14])[c:13]23)[CH2:2][CH2:3]1.[I:26][CH:27]([CH3:28])[CH3:29].[K+:30].[K+:31].[O-:32][C:33]([O-:34])=[O:35].[O:36]=[CH:37][N:38]([CH3:39])[CH3:40]>>[CH:1]1([n:4]2[cH:5][c:6]([C:21](=[O:22])[O:23][CH2:24][CH3:25])[c:7](=[O:20])[c:8]3[c:9]([N+:17](=[O:18])[O-:19])[c:10]([F:16])[c:11]([F:15])[c:12]([O:14][CH:27]([CH3:28])[CH3:29])[c:13]23)[CH2:2][CH2:3]1. The reactants are CCOC(=O)c1cn(C2CC2)c2c(O)c(F)c(F)c([N+](=O)[O-])c2c1=O, CC(C)I, [K+], [K+], O=C([O-])[O-], CN(C)C=O.